Dataset: the Open Reaction Database (ORD), a public repository of structured organic reaction records. Task: describe an organic reaction: reactants, conditions, products, and yield Reactants: Cc1cnc(CN)cn1, CCN=C=NCCCN(C)C, Cc1ccc(-c2cc(C(=O)O)cc(-c3ccnn3CC3CC3)c2)nc1, ClCCl, On1nnc2ccccc21. The product is Cc1ccc(-c2cc(C(=O)NCc3cnc(C)cn3)cc(-c3ccnn3CC3CC3)c2)nc1. Reaction SMILES: [CH3:26][c:27]1[n:28][cH:29][c:30]([CH2:33][NH2:34])[n:31][cH:32]1.[CH3:35][CH2:36][N:37]=[C:38]=[N:39][CH2:40][CH2:41][CH2:42][N:43]([CH3:44])[CH3:45].[CH:1]1([CH2:4][n:5]2[n:6][cH:7][cH:8][c:9]2-[c:10]2[cH:11][c:12]([C:13](=[O:14])[OH:15])[cH:16][c:17](-[c:19]3[n:20][cH:21][c:22]([CH3:25])[cH:23][cH:24]3)[cH:18]2)[CH2:2][CH2:3]1.[Cl:56][CH2:57][Cl:58].[OH:46][n:47]1[c:48]2[c:49]([cH:50][cH:51][cH:52][cH:53]2)[n:54][n:55]1>>[CH:1]1([CH2:4][n:5]2[n:6][cH:7][cH:8][c:9]2-[c:10]2[cH:11][c:12]([C:13](=[O:14])[NH:34][CH2:33][c:30]3[cH:29][n:28][c:27]([CH3:26])[cH:32][n:31]3)[cH:16][c:17](-[c:19]3[n:20][cH:21][c:22]([CH3:25])[cH:23][cH:24]3)[cH:18]2)[CH2:2][CH2:3]1. Reactants: NC1=NC(=NC=C1C(=O)C1=C(C(=CC=C1OC)F)F)NC1CCN(CC1)S(=O)(=O)CCCCl ([4-Amino-2-[1-(3-chloro-propane-1-sulfonyl)-piperidin-4-ylamino]-pyrimidin-5-yl]-(2,3-difluoro-6-methoxy-phenyl)-methanone), N[C@@H](CO)CC ((R)-2-amino-1-butanol). Yields the product NC1=NC(=NC=C1C(=O)C1=C(C(=CC=C1OC)F)F)NC1CCN(CC1)S(=O)(=O)CCCN[C@H](CC)CO ((4-Amino-2-[1-[3-((R)-1-hydroxymethyl-propylamino)-propane-1-sulfonyl]-piperidin-4-ylamino]-pyrimidin-5-yl)-(2,3-difluoro-6-methoxy-phenyl)-methanone). RXN SMILES: [NH2:1][C:2]1[C:7]([C:8]([C:10]2[C:15]([O:16][CH3:17])=[CH:14][CH:13]=[C:12]([F:18])[C:11]=2[F:19])=[O:9])=[CH:6][N:5]=[C:4]([NH:20][CH:21]2[CH2:26][CH2:25][N:24]([S:27]([CH2:30][CH2:31][CH2:32]Cl)(=[O:29])=[O:28])[CH2:23][CH2:22]2)[N:3]=1.[NH2:34][C@H:35]([CH2:38][CH3:39])[CH2:36][OH:37]>>[NH2:1][C:2]1[C:7]([C:8]([C:10]2[C:15]([O:16][CH3:17])=[CH:14][CH:13]=[C:12]([F:18])[C:11]=2[F:19])=[O:9])=[CH:6][N:5]=[C:4]([NH:20][CH:21]2[CH2:26][CH2:25][N:24]([S:27]([CH2:30][CH2:31][CH2:32][NH:34][C@@H:35]([CH2:36][OH:37])[CH2:38][CH3:39])(=[O:29])=[O:28])[CH2:23][CH2:22]2)[N:3]=1. Reported procedure: The compound was prepared from [4-amino-2-[1-(3-chloro-propane-1-sulfonyl)-piperidin-4-ylamino]-pyrimidin-5-yl]-(2,3-difluoro-6-methoxy-phenyl)-methanone (Example 226) and (R)-2-amino-1-butanol (Aldrich) in an analogous manner as described in Example 227. HR-MS (ES, m/z) calculated for C24H35N6O5SF2 [(M+H)+] 557.2352, observed 557.2360. Reactants: C1CCOC1, CCO, CCOC(=O)c1nc(NC(C)c2ccc(F)cc2)nc(Nc2cc(C3CC3)[nH]n2)c1[N+](=O)[O-], [Cl-], [NH4+], [Zn]. Yields the product CCOC(=O)c1nc(NC(C)c2ccc(F)cc2)nc(Nc2cc(C3CC3)[nH]n2)c1N. RXN SMILES: [CH2:39]1[O:40][CH2:41][CH2:42][CH2:43]1.[CH3:36][CH2:37][OH:38].[CH:1]1([c:4]2[cH:5][c:6]([NH:9][c:10]3[c:11]([N+:31]([O-:32])=[O:33])[c:12]([C:26](=[O:27])[O:28][CH2:29][CH3:30])[n:13][c:14]([NH:16][CH:17]([CH3:18])[c:19]4[cH:20][cH:21][c:22]([F:25])[cH:23][cH:24]4)[n:15]3)[n:7][nH:8]2)[CH2:2][CH2:3]1.[Cl-:34].[NH4+:35].[Zn:44]>>[CH:1]1([c:4]2[cH:5][c:6]([NH:9][c:10]3[c:11]([NH2:31])[c:12]([C:26](=[O:27])[O:28][CH2:29][CH3:30])[n:13][c:14]([NH:16][CH:17]([CH3:18])[c:19]4[cH:20][cH:21][c:22]([F:25])[cH:23][cH:24]4)[n:15]3)[n:7][nH:8]2)[CH2:2][CH2:3]1. Reactants: C(C)(=O)Cl (acetyl chloride), N1=CC=CC=C1 (Pyridine), C1(=CC=CC=C1)C1=CC=C(C=C1)O (p-phenylphenol). Run in C(Cl)Cl (CH2Cl2), C(Cl)Cl (CH2Cl2). Conditions: temperature 5 celsius, time 30 minute. Yields the product C(C)(=O)OC1=CC=C(C=C1)C1=CC=CC=C1 (p-Phenylphenol Acetate). Reaction SMILES: N1C=CC=CC=1.[C:7](Cl)(=[O:9])[CH3:8].[C:11]1([C:17]2[CH:22]=[CH:21][C:20]([OH:23])=[CH:19][CH:18]=2)[CH:16]=[CH:15][CH:14]=[CH:13][CH:12]=1>C(Cl)Cl>[C:7]([O:23][C:20]1[CH:19]=[CH:18][C:17]([C:11]2[CH:12]=[CH:13][CH:14]=[CH:15][CH:16]=2)=[CH:22][CH:21]=1)(=[O:9])[CH3:8]. Reported procedure: Pyridine (2 mL) was dissolved in 15 mL of CH2Cl2. The solution was cooled to about 5° C. and stirred while while acetyl chloride (393 mg, 5 mmol) was added slowly. Next, a suspension of p-phenylphenol (0.85 g, 5 mmol) in 20 mL of CH2Cl2 was added dropwise over a 15 min period. The cooling bath was removed and stirring continued for 30 min. The solvents were removed under reduced pressure and 50 mL of ethyl acetate was added to dissolve the solids. The solution was extracted with water, dried ove... Starting materials: CC=1C=C(C=CC1C)NC(C)=O (N-(3,4-dimethylphenyl)acetamide), C([O-])([O-])=O.[K+].[K+] (potassium carbonate), [OH-].[K+] (potassium hydroxide), BrC1=CC=C(C=C1)C1=CC=CC=C1 (4-bromobiphenyl), cupric sulfate pentahydrate, amide. Solvent: denatured alcohol, O (water), CCCCCCCCCCCCC (tridecane). Conditions: temperature 230 celsius, time 14 hour. Yields the product CC=1C=C(C=CC1C)NC1=CC=C(C=C1)C1=CC=CC=C1 (N-(3,4-dimethylphenyl)-4-biphenylamine). As a reaction SMILES: [CH3:1][C:2]1[CH:3]=[C:4]([NH:9][C:10](=O)[CH3:11])[CH:5]=[CH:6][C:7]=1[CH3:8].Br[C:14]1[CH:19]=[CH:18][C:17]([C:20]2[CH:25]=CC=[CH:22][CH:21]=2)=[CH:16][CH:15]=1.C(=O)([O-])[O-].[K+].[K+].[OH-].[K+]>CCCCCCCCCCCCC.O>[CH3:1][C:2]1[CH:3]=[C:4]([NH:9][C:10]2[CH:11]=[CH:25][C:20]([C:17]3[CH:18]=[CH:19][CH:14]=[CH:15][CH:16]=3)=[CH:21][CH:22]=2)[CH:5]=[CH:6][C:7]=1[CH3:8] |f:2.3.4,5.6|. Procedure: In a 1 liter round bottomed flask equipped with a mechanical stirrer and fitted with a Dean-Stark trap under a reflux condenser were placed 166.48 grams (1.02 mole) of N-(3,4-dimethylphenyl)acetamide, 233.1 gram (1.02 mole) of 4-bromobiphenyl, 7.5 grams (0.03 mole) of cupric sulfate pentahydrate, 165.86 grams (1.2 moles) of potassium carbonate, and 20 milliliters of tridecane solvent. The resulting reaction mixture was then heated rapidly over a period of about thirty minutes to a temperature of... Starting materials: OC[C@H]1[C@]2(C)[C@H](CC1)[C@@H]1[C@@H](CC3=CC(CC[C@@H]3[C@H]1CC2)=O)C ((7α,14β,17α)-17-(hydroxymethyl)-7-methylestr-4-en-3-one), OC[C@H]1[C@]2(C)[C@](CC1)([C@@H]1[C@@H](CC3=CC(CC[C@@H]3[C@H]1CC2)=O)C)C ((7α,14β,17α)-17-(Hydroxymethyl)-7,14-dimethylestr-4-en-3-one). Solvent: O1CCOCC1 (dioxane). Product: OC[C@H]1[C@]2(C)[C@H](CC1)[C@@H]1[C@@H](CC3=C[C@H](CC[C@@H]3[C@H]1CC2)O)C ((3β,7α,14β,17α)-17-(Hydroxymethyl)-7-methylestr-4-en-3-ol). As a reaction SMILES: [OH:1][CH2:2][C@@H:3]1[CH2:8][CH2:7][C@:6]2(C)[C@H:9]3[C@H:18]([CH2:19][CH2:20][C@:4]12[CH3:5])[C@@H:17]1[C:12](=[CH:13][C:14](=[O:21])[CH2:15][CH2:16]1)[CH2:11][C@H:10]3[CH3:22].OC[C@@H]1CC[C@@H]2[C@H]3[C@H](CC[C@]12C)[C@@H]1C(=CC(=O)CC1)C[C@H]3C>O1CCOCC1>[OH:1][CH2:2][C@@H:3]1[CH2:8][CH2:7][C@@H:6]2[C@H:9]3[C@H:18]([CH2:19][CH2:20][C@:4]12[CH3:5])[C@@H:17]1[C:12](=[CH:13][C@@H:14]([OH:21])[CH2:15][CH2:16]1)[CH2:11][C@H:10]3[CH3:22]. Reported procedure: Following a procedure analogous to that described under ix of Example 6, the title compound was prepared from (7α,14β,17α)-17-(hydroxymethyl)-7-methylestr-4-en-3-one (Example 4). [α]D20=+28.2° (c=0.49, dioxane). Starting materials: C([O-])(O)=O.[Na+] (sodium bicarbonate), C1NCCC=2NC=3C=CC(=CC3C21)C(=O)NC2CCN(CC2)C(=O)OC(C)(C)C (tert-butyl 4-(2,3,4,5-tetrahydro-1H-pyrido[4,3-b]indole-8-carboxamido)piperidine-1-carboxylate), FC(C1=CC=C(C=O)C=C1)(F)F (4-(trifluoromethyl)benzaldehyde), C(C)(=O)O[BH-](OC(C)=O)OC(C)=O.[Na+] (sodium triacetoxyborohydride). Run at time 8 hour. Solvent: C(C)OCC (ethyl ether), C(Cl)Cl (DCM). Reaction SMILES: [CH2:1]1[C:13]2[C:12]3[CH:11]=[C:10]([C:14]([NH:16][CH:17]4[CH2:22][CH2:21][N:20]([C:23]([O:25][C:26]([CH3:29])([CH3:28])[CH3:27])=[O:24])[CH2:19][CH2:18]4)=[O:15])[CH:9]=[CH:8][C:7]=3[NH:6][C:5]=2[CH2:4][CH2:3][NH:2]1.[F:30][C:31]([F:41])([F:40])[C:32]1[CH:39]=[CH:38][C:35]([CH:36]=O)=[CH:34][CH:33]=1.C(O[BH-](OC(=O)C)OC(=O)C)(=O)C.[Na+].C(=O)(O)[O-].[Na+]>C(Cl)Cl.C(OCC)C>[F:30][C:31]([F:40])([F:41])[C:32]1[CH:39]=[CH:38][C:35]([CH2:36][N:2]2[CH2:3][CH2:4][C:5]3[NH:6][C:7]4[CH:8]=[CH:9][C:10]([C:14]([NH:16][CH:17]5[CH2:18][CH2:19][N:20]([C:23]([O:25][C:26]([CH3:29])([CH3:28])[CH3:27])=[O:24])[CH2:21][CH2:22]5)=[O:15])=[CH:11][C:12]=4[C:13]=3[CH2:1]2)=[CH:34][CH:33]=1 |f:2.3,4.5|. The yield is 83.7%. Yields the product FC(C1=CC=C(CN2CC3=C(NC=4C=CC(=CC34)C(=O)NC3CCN(CC3)C(=O)OC(C)(C)C)CC2)C=C1)(F)F (tert-butyl 4-(2-(4-(trifluoromethyl)benzyl)-2,3,4,5-tetrahydro-1H-pyrido[4,3-b]indole-8-carboxamido)piperidine-1-carboxylate). Procedure: To a solution of tert-butyl 4-(2,3,4,5-tetrahydro-1H-pyrido[4,3-b]indole-8-carboxamido)piperidine-1-carboxylate (11.63 g, 29.2 mmol) and 4-(trifluoromethyl)benzaldehyde (4.8 mL, 6.12 g, 35.1 mmol) in DCM (200 mL), sodium triacetoxyborohydride (12.4 g, 8.5 mmol) was added. The reaction mixture was allowed to stir at room temperature overnight and then poured into saturated sodium bicarbonate solution (300 mL). The layers were separated, and the aqueous layer was extracted with DCM (3×100 mL). The... The reactants are C(C)O (ethanol), C(OCC)([O-])[O-] (ethyl orthoformate), NC(=O)OCC (urethane), mixture, S(O)(O)(=O)=O (sulfuric acid). Run in C1(=CC=CC=C1)C (toluene), C1(=CC=CC=C1)C (toluene). Reaction conditions: time 2 hour. Yields the product C(C)OC=NC(=O)OCC (ethoxymethylene urethane). The yield is 32.4%. As a reaction SMILES: [CH:1]([O-:6])([O-])[O:2][CH2:3][CH3:4].[NH2:7][C:8]([O:10][CH2:11][CH3:12])=O.S(=O)(=O)(O)O.C(O)C>C1(C)C=CC=CC=1>[CH2:11]([O:10][CH:8]=[N:7][C:1]([O:2][CH2:3][CH3:4])=[O:6])[CH3:12]. Procedure details: In 40 ml toluene was dissolved 44.4 g (0.3 mol) of ethyl orthoformate, and while keeping the temperature at 110°-120° C., 18 g (0.2 ml) of urethane and 200 ml of a mixture of sulfuric acid with toluene were dropped thereto spending about 2 hours, during which produced ethanol was distilled out of the reaction vessel. After the dropping had been finished, toluene was removed by distillation. The intended product (9.5 g) was obtained by distillation of the residue; b.p. 72.4° C. (15 mmHg), yield 3...